From a dataset of the Open Reaction Database (ORD), a public repository of structured organic reaction records. describe an organic reaction: reactants, conditions, products, and yield The yield is 100.0%. As a reaction SMILES: [CH3:1][O:2][C:3](=[O:6])[CH:4]=[CH2:5].[NH2:7][CH2:8][CH2:9][CH:10]1[CH2:19][C:18]2[C:13](=[CH:14][CH:15]=[CH:16][CH:17]=2)[O:12][CH2:11]1>CO>[O:12]1[C:13]2[C:18](=[CH:17][CH:16]=[CH:15][CH:14]=2)[CH2:19][CH:10]([CH2:9][CH2:8][N:7]([CH2:5][CH2:4][C:3]([O:2][CH3:1])=[O:6])[CH2:5][CH2:4][C:3]([O:2][CH3:1])=[O:6])[CH2:11]1. The product is O1CC(CC2=CC=CC=C12)CCN(CCC(=O)OC)CCC(=O)OC (N-[2-(chroman-3-yl)ethyl]-N,N-bis(2-methoxycarbonylethyl)-amine). Procedure details: 6.63 g (77 mmol) of acrylic acid methyl ester are added at room temperature to a solution of 6.2 g (35 mmol) of 3-(2-aminoethyl)chroman in 50 ml of methanol and the whole is stirred for 16 hours at room temperature. The reaction mixture is then concentrated by evaporation in vacuo and yields 12.23 g (100%) of N-[2-(chroman-3-yl)ethyl]-N,N-bis(2-methoxycarbonylethyl)-amine in the form of a reddish oil. The solvent is CO (methanol). Reactants: COC(C=C)=O (acrylic acid methyl ester), NCCC1COC2=CC=CC=C2C1 (3-(2-aminoethyl)chroman). Reaction conditions: time 16 hour. Reactants: FC1=CC(=C(C#N)C=C1)OC (4-fluoro-2-methoxy-benzonitrile), [Cl-].[Cl-].[Cl-].[Al+3] (aluminium trichloride), O (water). Run in ClC(C)Cl (dichloroethane). The product is FC1=CC(=C(C#N)C=C1)OC (4-Fluoro-2-methoxy-benzonitrile), FC1=CC(=C(C#N)C=C1)O (4-fluoro-2-hydroxy-benzonitrile). The yield is 172.0%. As a reaction SMILES: [F:1][C:2]1[CH:9]=[CH:8][C:5]([C:6]#[N:7])=[C:4]([O:10][CH3:11])[CH:3]=1.[Cl-].[Cl-].[Cl-].[Al+3].O>ClC(Cl)C>[F:1][C:2]1[CH:9]=[CH:8][C:5]([C:6]#[N:7])=[C:4]([O:10][CH3:11])[CH:3]=1.[F:1][C:2]1[CH:9]=[CH:8][C:5]([C:6]#[N:7])=[C:4]([OH:10])[CH:3]=1 |f:1.2.3.4|. Procedure: 4-Fluoro-2-methoxy-benzonitrile was prepared according to a previous publication:4 To a solution of 1 g of 4-fluoro-2-methoxy-benzonitrile in 15 mL of dichloroethane was added 1.1 g of aluminium trichloride. The resulting mixture was refluxed for 1 day then poured slowly into water and extracted with ethyl acetate. The organic extracts were washed twice with 10% aqueous solution of sodium hydroxide. The combined basic layers were washed twice with ethyl acetate, acidified with concentrated aqueo... Reactants: C1CCOC1, O=C1OCC2C(c3ccccc3)C12NS(=O)(=O)c1ccc(-c2cc(C(F)(F)F)on2)s1, O. Yields the product O=C(O)C1(NS(=O)(=O)c2ccc(-c3cc(C(F)(F)F)on3)s2)C(CO)C1c1ccccc1. As a reaction SMILES: [CH2:32]1[CH2:35][CH2:34][CH2:33][O:36]1.[O:1]=[C:2]1[C:3]2([NH:14][S:15](=[O:16])(=[O:17])[c:18]3[s:19][c:20](-[c:23]4[n:24][o:25][c:26]([C:28]([F:29])([F:30])[F:31])[cH:27]4)[cH:21][cH:22]3)[CH:4]([c:8]3[cH:9][cH:10][cH:11][cH:12][cH:13]3)[CH:5]2[CH2:6][O:7]1.[OH2:37]>>[O:1]=[C:2]([C:3]1([NH:14][S:15](=[O:16])(=[O:17])[c:18]2[s:19][c:20](-[c:23]3[n:24][o:25][c:26]([C:28]([F:29])([F:30])[F:31])[cH:27]3)[cH:21][cH:22]2)[CH:4]([c:8]2[cH:9][cH:10][cH:11][cH:12][cH:13]2)[CH:5]1[CH2:6][OH:7])[OH:36]. The reactants are CCO, CC(C)CCON=O, CC(C)OC(C)C, Cl, Cn1nccc1N. Product: Cn1ncc(N=O)c1N. Reaction SMILES: [CH3:24][CH2:25][OH:26].[CH3:8][CH:9]([CH2:10][CH2:11][O:13][N:14]=[O:12])[CH3:15].[CH:17]([O:18][CH:19]([CH3:20])[CH3:21])([CH3:22])[CH3:23].[ClH:16].[NH2:1][c:2]1[cH:3][cH:4][n:5][n:6]1[CH3:7]>>[NH2:1][c:2]1[c:3]([N:14]=[O:13])[cH:4][n:5][n:6]1[CH3:7]. Starting materials: ClC1=CC=C(C=C1)C1(CCC1)CC#N (2-[1-(4-chlorophenyl)cyclobutyl]acetonitrile), [Mg] (magnesium), C(C)Br (ethyl bromide), CCOCC (ether), ClC=1C=C(C=CC1Cl)C1(CCC1)CC#N (2-[1-(3,4-dichlorophenyl)cyclobutyl]acetonitrile), CCOCC (ether). Product: ClC=1C=C(C=CC1Cl)C1(CCC1)CC(CC)=O (1-[1-(3,4-dichlorophenyl)cyclobutyl]butan-2-one). As a reaction SMILES: [Cl:1][C:2]1[CH:3]=[C:4]([C:9]2([CH2:13][C:14]#N)[CH2:12][CH2:11][CH2:10]2)[CH:5]=[CH:6][C:7]=1[Cl:8].ClC1C=CC(C2([CH2:27][C:28]#N)CCC2)=CC=1.[Mg].C(Br)C.CC[O:36]CC>>[Cl:1][C:2]1[CH:3]=[C:4]([C:9]2([CH2:13][C:14](=[O:36])[CH2:27][CH3:28])[CH2:12][CH2:11][CH2:10]2)[CH:5]=[CH:6][C:7]=1[Cl:8]. Reported procedure: A solution in ether (80 ml) of 2-[1-(3,4-dichlorophenyl)cyclobutyl]acetonitrile (23 g) prepared in a similar manner to that described in Example 1 for 2-[1-(4-chlorophenyl)cyclobutyl]acetonitrile was added to the product of the reaction between magnesium turnings (3.53 g) and ethyl bromide (10.8 ml) in dry ether (80 ml) with stirring whilst heating on a steam bath. The ether was removed and replaced with toluene and the mixture heated under reflux for one hour. Water was added and the mixture ad...